This data is from the Open Reaction Database (ORD), a public repository of structured organic reaction records. The task is: describe an organic reaction: reactants, conditions, products, and yield Starting materials: O=C([O-])[O-], C=CC(=O)OC, CN(C)C=O, [K+], [K+], O=c1[nH]c2ccccc2c(=O)n1CCCN1CCC(OC(c2ccccc2)c2ccccc2)CC1, O. The product is COC(=O)CCn1c(=O)n(CCCN2CCC(OC(c3ccccc3)c3ccccc3)CC2)c(=O)c2ccccc21. RXN SMILES: [C:36](=[O:37])([O-:38])[O-:39].[C:42]([CH:43]=[CH2:44])(=[O:45])[O:46][CH3:47].[CH3:49][N:50]([CH3:51])[CH:52]=[O:53].[K+:40].[K+:41].[O:1]=[c:2]1[nH:3][c:4]2[cH:5][cH:6][cH:7][cH:8][c:9]2[c:10](=[O:35])[n:11]1[CH2:12][CH2:13][CH2:14][N:15]1[CH2:16][CH2:17][CH:18]([O:21][CH:22]([c:23]2[cH:24][cH:25][cH:26][cH:27][cH:28]2)[c:29]2[cH:30][cH:31][cH:32][cH:33][cH:34]2)[CH2:19][CH2:20]1.[OH2:48]>>[O:1]=[c:2]1[n:3]([CH2:44][CH2:43][C:42](=[O:45])[O:46][CH3:47])[c:4]2[cH:5][cH:6][cH:7][cH:8][c:9]2[c:10](=[O:35])[n:11]1[CH2:12][CH2:13][CH2:14][N:15]1[CH2:16][CH2:17][CH:18]([O:21][CH:22]([c:23]2[cH:24][cH:25][cH:26][cH:27][cH:28]2)[c:29]2[cH:30][cH:31][cH:32][cH:33][cH:34]2)[CH2:19][CH2:20]1. Reactants: Cl[Si](C1C(=C(C(=C1C)C)C)C)(C)C (chloro(dimethyl)(2,3,4,5-tetramethyl-2,4-cyclopentadien-1-yl)silane), BrC1=CC(=C(N)C(=C1)C(C)C)C(C)C (4-bromo-2,6-diisopropylaniline), [Li]CCCC (nBuLi). Solvent: C1CCOC1 (THF), C1CCOC1 (THF), hexanes. Run at time 30 minute. Product: BrC1=CC(=C(C(=C1)C(C)C)N[Si](C1C(=C(C(=C1C)C)C)C)(C)C)C(C)C (N-(4-Bromo-2,6-diisopropylphenyl)(dimethyl)(2,3,4,5-tetramethyl-2,4-cyclopentadien-1-yl)silanamine). RXN SMILES: [Br:1][C:2]1[CH:8]=[C:7]([CH:9]([CH3:11])[CH3:10])[C:5]([NH2:6])=[C:4]([CH:12]([CH3:14])[CH3:13])[CH:3]=1.[Li]CCCC.Cl[Si:21]([CH3:32])([CH3:31])[CH:22]1[C:26]([CH3:27])=[C:25]([CH3:28])[C:24]([CH3:29])=[C:23]1[CH3:30]>C1COCC1>[Br:1][C:2]1[CH:8]=[C:7]([CH:9]([CH3:10])[CH3:11])[C:5]([NH:6][Si:21]([CH3:31])([CH3:32])[CH:22]2[C:26]([CH3:27])=[C:25]([CH3:28])[C:24]([CH3:29])=[C:23]2[CH3:30])=[C:4]([CH:12]([CH3:14])[CH3:13])[CH:3]=1. Procedure details: Under an argon atmosphere, to a solution of 13.8 g (53 mmol) of 4-bromo-2,6-diisopropylaniline in 170 ml of THF, 21.0 ml of 2.5 M (53 mmol) of nBuLi in hexanes were added dropwise at −80° C. This mixture was additionally stirred for 30 minutes at ambient temperature and then added to a solution of 11.4 g (53 nimol) of chloro(dimethyl)(2,3,4,5-tetramethyl-2,4-cyclopentadien-1-yl)silane in 70 ml of THF. The resulting mixture was stirred overnight and then evaporated to dryness. The residue was sus... Starting materials: O=C([O-])[O-], CN(C)C=O, FC(F)(F)C(F)(F)c1ncn(CCl)n1, N#CC(C#N)CCC(F)(F)F, [K+], [K+], O. Yields the product N#CC(C#N)(CCC(F)(F)F)Cn1cnc(C(F)(F)C(F)(F)F)n1. RXN SMILES: [C:26](=[O:27])([O-:28])[O-:29].[CH3:33][N:34]([CH3:35])[CH:36]=[O:37].[Cl:1][CH2:2][n:3]1[n:4][c:5]([C:8]([C:9]([F:10])([F:11])[F:12])([F:13])[F:14])[n:6][cH:7]1.[F:15][C:16]([CH2:17][CH2:18][CH:19]([C:20]#[N:21])[C:22]#[N:23])([F:24])[F:25].[K+:30].[K+:31].[OH2:32]>>[CH2:2]([n:3]1[n:4][c:5]([C:8]([C:9]([F:10])([F:11])[F:12])([F:13])[F:14])[n:6][cH:7]1)[C:19]([CH2:18][CH2:17][C:16]([F:15])([F:24])[F:25])([C:20]#[N:21])[C:22]#[N:23]. Reaction conditions: time 2 hour. Run in O1CCCC1 (tetrahydrofuran). Yield: 62.0%. Reactants: OO (hydrogen peroxide), C(CCC)[Li] (butyllithium), C(C(C)C)PC1=CC=CC=C1 (isobutylphenylphosphine), CC1=C(C(=O)Cl)C(=CC(=C1)C)C (2,4,6-trimethylbenzoyl chloride). As a reaction SMILES: C([Li])CCC.[CH2:6]([PH:10][C:11]1[CH:16]=[CH:15][CH:14]=[CH:13][CH:12]=1)[CH:7]([CH3:9])[CH3:8].[CH3:17][C:18]1[CH:26]=[C:25]([CH3:27])[CH:24]=[C:23]([CH3:28])[C:19]=1[C:20](Cl)=[O:21].[OH:29]O>O1CCCC1>[CH3:17][C:18]1[CH:26]=[C:25]([CH3:27])[CH:24]=[C:23]([CH3:28])[C:19]=1[C:20]([P:10](=[O:29])([CH2:6][CH:7]([CH3:9])[CH3:8])[C:11]1[CH:16]=[CH:15][CH:14]=[CH:13][CH:12]=1)=[O:21]. Reported procedure: At −20° C., 40 ml (0.064 mol) of butyllithium 1.6 M are slowly added dropwise to 9.5 g (0.058 mol) of isobutylphenylphosphine in 100 ml of tetrahydrofuran (THF). At the same temperature, 11.7 g (0.064 mol) of 2,4,6-trimethylbenzoyl chloride are then added dropwise. After the mixture has been allowed to warm to room temperature, the orange reaction suspension is concentrated using a rotary evaporator (Rotavap). The residue is taken up in 150 ml of toluene, and is treated with 13.1 g (0.116 mol) o... Product: CC1=C(C(=O)P(C2=CC=CC=C2)(CC(C)C)=O)C(=CC(=C1)C)C (2,4,6-Trimethylbenzoylisobutylphenylphosphine Oxide). As a reaction SMILES: [CH:1]1[S:5][C:4]([NH:6][C:7]([NH2:9])=[NH:8])=[N:3][C:2]=1[CH2:10][S:11][CH2:12][CH2:13][C:14]([NH:16][S:17]([NH2:20])(=[O:19])=[O:18])=[NH:15].[OH:21][C:22]([CH:24]([C:26]1[CH:35]=[CH:34][C:29]([CH2:30][CH:31]([CH3:33])[CH3:32])=[CH:28][CH:27]=1)[CH3:25])=[O:23]>>[OH:23][C:22]([CH:24]([C:26]1[CH:27]=[CH:28][C:29]([CH2:30][CH:31]([CH3:32])[CH3:33])=[CH:34][CH:35]=1)[CH3:25])=[O:21].[CH:1]1[S:5][C:4]([NH:6][C:7]([NH2:9])=[NH:8])=[N:3][C:2]=1[CH2:10][S:11][CH2:12][CH2:13][C:14]([NH:16][S:17]([NH2:20])(=[O:19])=[O:18])=[NH:15] |f:2.3|. Reactants: C1=C(N=C(S1)NC(=N)N)CSCCC(=N)NS(=O)(=O)N (famotidine), OC(=O)C(C)C1=CC=C(CC(C)C)C=C1 (ibuprofen). The product is OC(=O)C(C)C1=CC=C(CC(C)C)C=C1.C1=C(N=C(S1)NC(=N)N)CSCCC(=N)NS(=O)(=O)N (ibuprofen famotidine). Reported procedure: The famotidine granules are mixed with ibuprofen granules (prepared as described in Table 27, infra) in a proportion that results in an ibuprofen:famotidine (800:26.6) mixture. Colliodal silicon dioxide, croscarmellose, silicified microcrystalline cellulose, and magnesium stearate are added to the ibuprofen-famotidine mixture, and the resulting mixture is compressed into tablets containing 800 mg ibuprofen and 26.6 mg famotidine (calculated weight). Starting materials: CS(=O)(=O)O, CCO, O=C(O)c1cn2c3c(c(N4CC(F)C(CNC5CC5)C4)c(F)cc3c1=O)OCC2CF. Yields the product CS(=O)(=O)O, O=C(O)c1cn2c3c(c(N4CC(F)C(CNC5CC5)C4)c(F)cc3c1=O)OCC2CF. Reaction SMILES: [CH3:32][S:33]([OH:34])(=[O:35])=[O:36].[CH3:37][CH2:38][OH:39].[CH:1]1([NH:4][CH2:5][CH:6]2[CH2:7][N:8]([c:12]3[c:13]([F:31])[cH:14][c:15]4[c:16]5[n:17]([cH:24][c:25]([C:28](=[O:29])[OH:30])[c:26]4=[O:27])[CH:18]([CH2:22][F:23])[CH2:19][O:20][c:21]35)[CH2:9][CH:10]2[F:11])[CH2:2][CH2:3]1>>[CH3:32][S:33](=[O:34])(=[O:35])[OH:36].[CH:1]1([NH:4][CH2:5][CH:6]2[CH2:7][N:8]([c:12]3[c:13]([F:31])[cH:14][c:15]4[c:16]5[n:17]([cH:24][c:25]([C:28](=[O:29])[OH:30])[c:26]4=[O:27])[CH:18]([CH2:22][F:23])[CH2:19][O:20][c:21]35)[CH2:9][CH:10]2[F:11])[CH2:2][CH2:3]1. Starting materials: [N+](=O)([O-])C1=CC=C(CO)C=C1 (4-nitrobenzyl alcohol), C([O-])([O-])=O.[K+].[K+] (potassium carbonate), CS(=O)(=O)C1=CC(=NC=N1)OC1=C(C=CC=C1)/C(/C(=O)OC)=C\OC ((E)-methyl 2-[2-(6--methanesulphonylpyrimidin-4-yloxy)phenyl]-3-methoxypropenoate), O (water). The solvent is CN(C)C=O (DMF), CN(C)C=O (DMF). Conditions: temperature 60 celsius. Product: ether-hexane, [N+](=O)([O-])C1=CC=C(COC2=CC(=NC=N2)OC2=C(C=CC=C2)/C(/C(=O)OC)=C\OC)C=C1 ((E)-methyl 2-[2-(6-(4-nitrobenzyloxy)pyrimidin-4-yloxy)phenyl]-3-methoxypropenoate). The yield is 44.3%. RXN SMILES: [N+:1]([C:4]1[CH:11]=[CH:10][C:7]([CH2:8][OH:9])=[CH:6][CH:5]=1)([O-:3])=[O:2].C(=O)([O-])[O-].[K+].[K+].CS([C:22]1[N:27]=[CH:26][N:25]=[C:24]([O:28][C:29]2[CH:34]=[CH:33][CH:32]=[CH:31][C:30]=2/[C:35](=[CH:40]\[O:41][CH3:42])/[C:36]([O:38][CH3:39])=[O:37])[CH:23]=1)(=O)=O.O>CN(C=O)C>[N+:1]([C:4]1[CH:5]=[CH:6][C:7]([CH2:8][O:9][C:22]2[N:27]=[CH:26][N:25]=[C:24]([O:28][C:29]3[CH:34]=[CH:33][CH:32]=[CH:31][C:30]=3/[C:35](=[CH:40]\[O:41][CH3:42])/[C:36]([O:38][CH3:39])=[O:37])[CH:23]=2)=[CH:10][CH:11]=1)([O-:3])=[O:2] |f:1.2.3|. Procedure: To a solution of 4-nitrobenzyl alcohol (666 mg) in DMF (8 ml) was added potassium carbonate (800 mg) followed by a solution of (E)-methyl 2-[2-(6--methanesulphonylpyrimidin-4-yloxy)phenyl]-3-methoxypropenoate (1.0 g, prepared as described in Example 1) in DMF (3 ml). The reaction mixture was heated to 60° C. under an atmosphere of nitrogen for 5½ hours, cooled and then poured into water (40 ml). The resulting mixture was extracted with ether (×3) and the combined ether layers were dried and evap... The reactants are C[Si](C)(C)[N-][Si](C)(C)C.[Na+] (sodium bis(trimethylsilyl)amide), ClCOCC[Si](C)(C)C ((2-(chloromethoxy)ethyl)trimethylsilane), ice water, BrC1=CC=C2C(C(NC2=C1)=O)(C)C (6-bromo-3,3-dimethylindolin-2-one). The solvent is C1CCOC1 (THF), C1CCOC1 (THF), C1CCOC1 (THF). The product is BrC1=CC=C2C(C(N(C2=C1)COCC[Si](C)(C)C)=O)(C)C (6-Bromo-3,3-dimethyl-1-((2-(trimethylsilyl)ethoxy)methyl)indolin-2-one). RXN SMILES: [Br:1][C:2]1[CH:10]=[C:9]2[C:5]([C:6]([CH3:13])([CH3:12])[C:7](=[O:11])[NH:8]2)=[CH:4][CH:3]=1.C[Si]([N-][Si](C)(C)C)(C)C.[Na+].Cl[CH2:25][O:26][CH2:27][CH2:28][Si:29]([CH3:32])([CH3:31])[CH3:30]>C1COCC1>[Br:1][C:2]1[CH:10]=[C:9]2[C:5]([C:6]([CH3:13])([CH3:12])[C:7](=[O:11])[N:8]2[CH2:25][O:26][CH2:27][CH2:28][Si:29]([CH3:32])([CH3:31])[CH3:30])=[CH:4][CH:3]=1 |f:1.2|. Procedure: A solution of 6-bromo-3,3-dimethylindolin-2-one (example 14a, 4.87 g, 20.3 mmol) in THF (135 ml) was cooled to 0° C. and a solution of sodium bis(trimethylsilyl)amide in THF (1M, 24.3 ml, 24.3 mmol) was added during 15 minutes. Then a solution of (2-(chloromethoxy)ethyl)trimethylsilane (4.27 g, 4.54 ml, 24.3 mmol) in THF (5 ml) was added during 15 minutes. After 4 hours at 0° C. the reaction mixture was poured into ice-water. The reactants are CC(C)(C)OC(=O)NC1CCNCC1, [BH3-]C#N, CC(=O)O, CCO, CC(C)Oc1cc(C=O)cc(OC(C)C)c1, [Na+]. Yields the product CC(C)Oc1cc(CN2CCC(NC(=O)OC(C)(C)C)CC2)cc(OC(C)C)c1. RXN SMILES: [C:1]([CH3:2])([CH3:3])([CH3:4])[O:5][C:6]([NH:7][CH:8]1[CH2:9][CH2:10][NH:11][CH2:12][CH2:13]1)=[O:14].[C:35]([BH3-:36])#[N:37].[CH3:31][C:32](=[O:33])[OH:34].[CH3:39][CH2:40][OH:41].[CH:15]([CH3:16])([CH3:17])[O:18][c:19]1[cH:20][c:21]([CH:22]=[O:23])[cH:24][c:25]([O:27][CH:28]([CH3:29])[CH3:30])[cH:26]1.[Na+:38]>>[C:1]([CH3:2])([CH3:3])([CH3:4])[O:5][C:6]([NH:7][CH:8]1[CH2:9][CH2:10][N:11]([CH2:22][c:21]2[cH:20][c:19]([O:18][CH:15]([CH3:16])[CH3:17])[cH:26][c:25]([O:27][CH:28]([CH3:29])[CH3:30])[cH:24]2)[CH2:12][CH2:13]1)=[O:14].